Dataset: the Open Reaction Database (ORD), a public repository of structured organic reaction records. Task: describe an organic reaction: reactants, conditions, products, and yield Starting materials: CC(=O)OC(C)=O, CC(=O)OC=O, O=CO, ClCCl, CC(C)Oc1cc(C(N)c2cc(F)cc(OC(F)(F)C(F)F)c2)ccc1F. Yields the product CC(C)Oc1cc(C(NC=O)c2cc(F)cc(OC(F)(F)C(F)F)c2)ccc1F. RXN SMILES: [CH3:34][C:35]([O:36][C:37](=[O:38])[CH3:39])=[O:40].[CH:28](=[O:29])[O:30][C:31](=[O:32])[CH3:33].[CH:41]([OH:42])=[O:43].[Cl:44][CH2:45][Cl:46].[F:1][c:2]1[c:3]([O:24][CH:25]([CH3:26])[CH3:27])[cH:4][c:5]([CH:8]([NH2:9])[c:10]2[cH:11][c:12]([F:23])[cH:13][c:14]([O:16][C:17]([CH:18]([F:19])[F:20])([F:21])[F:22])[cH:15]2)[cH:6][cH:7]1>>[F:1][c:2]1[c:3]([O:24][CH:25]([CH3:26])[CH3:27])[cH:4][c:5]([CH:8]([NH:9][CH:28]=[O:29])[c:10]2[cH:11][c:12]([F:23])[cH:13][c:14]([O:16][C:17]([CH:18]([F:19])[F:20])([F:21])[F:22])[cH:15]2)[cH:6][cH:7]1. The reactants are ClC1=CC=2C3(C4=CC(=CC=C4OC2C=C1)C=1C=NC=NC1)N=C(OC3)N ((rac)-2′-Chloro-7′-(5-pyrimidinyl)spiro[1,3-oxazole-4,9′-xanthen]-2-amine), CC(C)C1=CC(=C(C(=C1)C(C)C)C2=C(C=CC=C2)P(C3CCCCC3)C4CCCCC4)C(C)C (X-Phos), CC(/C=C/B(O)O)(C)C ((E)-3,3-dimethylbut-1-enylboronic acid), P(=O)([O-])([O-])[O-].[K+].[K+].[K+] (potassium phosphate). Reagents/catalysts: C=1C=CC(=CC1)/C=C/C(=O)/C=C/C2=CC=CC=C2.C=1C=CC(=CC1)/C=C/C(=O)/C=C/C2=CC=CC=C2.C=1C=CC(=CC1)/C=C/C(=O)/C=C/C2=CC=CC=C2.[Pd].[Pd] (Pd2 dba3). Solvent: C(C)(=O)OCC (ethyl acetate), C1CCOC1 (THF). Reaction conditions: temperature 120 celsius. The product is CC(C=CC1=CC=2C3(C4=CC(=CC=C4OC2C=C1)C=1C=NC=NC1)N=C(OC3)N)(C)C (2′-(3,3-dimethylbut-1-enyl)-7′-(pyrimidin-5-yl)-5H-spiro[oxazole-4,9′-xanthen]-2-amine). Isolated yield 63.8%. RXN SMILES: Cl[C:2]1[CH:15]=[CH:14][C:13]2[O:12][C:11]3[C:6](=[CH:7][C:8]([C:16]4[CH:17]=[N:18][CH:19]=[N:20][CH:21]=4)=[CH:9][CH:10]=3)[C:5]3([CH2:25][O:24][C:23]([NH2:26])=[N:22]3)[C:4]=2[CH:3]=1.CC(C1C=C(C(C)C)C(C2C=CC=CC=2P(C2CCCCC2)C2CCCCC2)=C(C(C)C)C=1)C.[CH3:61][C:62]([CH3:69])([CH3:68])/[CH:63]=[CH:64]/B(O)O.P([O-])([O-])([O-])=O.[K+].[K+].[K+]>C(OCC)(=O)C.C1C=CC(/C=C/C(/C=C/C2C=CC=CC=2)=O)=CC=1.C1C=CC(/C=C/C(/C=C/C2C=CC=CC=2)=O)=CC=1.C1C=CC(/C=C/C(/C=C/C2C=CC=CC=2)=O)=CC=1.[Pd].[Pd].C1COCC1>[CH3:61][C:62]([CH3:69])([CH3:68])[CH:63]=[CH:64][C:2]1[CH:15]=[CH:14][C:13]2[O:12][C:11]3[C:6](=[CH:7][C:8]([C:16]4[CH:17]=[N:18][CH:19]=[N:20][CH:21]=4)=[CH:9][CH:10]=3)[C:5]3([CH2:25][O:24][C:23]([NH2:26])=[N:22]3)[C:4]=2[CH:3]=1 |f:3.4.5.6,8.9.10.11.12|. Procedure: A microwave vial was charged with (rac)-2′-Chloro-7′-(5-pyrimidinyl)spiro[1,3-oxazole-4,9′-xanthen]-2-amine (90 mg, 247 μmol), Pd2 dba3 (11 mg, 12 μmol), X-Phos (12 mg, 25 μmol), (E)-3,3-dimethylbut-1-enylboronic acid (63 mg, 493 μmol) and potassium phosphate (157 mg, 740 μmol). THF (2 mL) was added and the mixture was heated at 120° C. in microwave reactor for 2 hrs. The mixture was diluted with ethyl acetate and filtered through plug of Celite. After removal of the solvents the residue was pur... Reactants: C(C1=CC=CC=C1)N1[C@@H]([C@H](C[C@@H](C1)O)C(=O)OC)C(=O)OCC1=CC=CC=C1 (2-benzyl 3-methyl(2S,3S,5S)-1-benzyl-5-hydroxypiperidine-2,3-dicarboxylate), C(Cl)Cl (methylene chloride), C1=CN(C=N1)C(=O)N2C=CN=C2 (N,N-carbonyldiimidazole), N1CCCC1 (pyrrolidine). Reaction conditions: time 2 hour. Yields the product C(C1=CC=CC=C1)N1[C@@H]([C@H](C[C@@H](C1)OC(=O)N1CCCC1)C(=O)OC)C(=O)OCC1=CC=CC=C1 (2-benzyl 3-methyl(2S,3S,5S)-1-benzyl-5-[(pyrrolidin-1-ylcarbonyl)oxy]piperidine-2,3-dicarboxylate). Isolated yield 88.6%. RXN SMILES: [CH2:1]([N:8]1[CH2:13][C@@H:12]([OH:14])[CH2:11][C@H:10]([C:15]([O:17][CH3:18])=[O:16])[C@H:9]1[C:19]([O:21][CH2:22][C:23]1[CH:28]=[CH:27][CH:26]=[CH:25][CH:24]=1)=[O:20])[C:2]1[CH:7]=[CH:6][CH:5]=[CH:4][CH:3]=1.C(Cl)Cl.C1N=CN([C:37]([N:39]2[CH:43]=N[CH:41]=[CH:40]2)=[O:38])C=1.N1CCC[CH2:45]1>>[CH2:1]([N:8]1[CH2:13][C@@H:12]([O:14][C:37]([N:39]2[CH2:40][CH2:41][CH2:45][CH2:43]2)=[O:38])[CH2:11][C@H:10]([C:15]([O:17][CH3:18])=[O:16])[C@H:9]1[C:19]([O:21][CH2:22][C:23]1[CH:24]=[CH:25][CH:26]=[CH:27][CH:28]=1)=[O:20])[C:2]1[CH:7]=[CH:6][CH:5]=[CH:4][CH:3]=1. Procedure: To a solution of 2-benzyl 3-methyl(2S,3S,5S)-1-benzyl-5-hydroxypiperidine-2,3-dicarboxylate (144 mg, 0.000376 mol) in methylene chloride (2.0 mL, 0.031 mol) was added N,N-carbonyldiimidazole (73.1 mg, 0.000451 mol). The reaction was stirred at rt for 2 h. To the resulting mixture was added pyrrolidine (0.0470 mL, 0.000563 mol) and the reaction was stirred at rt overnight. The reaction was quenched with aq sodium bicarbonate, extracted with methylene chloride. The combined organic layers were dri... The reactants are CC(=O)NC1=C(C(=C(C(=C1I)NC(=O)C)I)C(=O)[O-])I.[Na+] (sodium diatrizoate), BrCCP(OCC)(OCC)=O (diethyl 2-bromoethylphosphonate). The solvent is CN(C=O)C (dimethylformamide), CN(C=O)C (dimethylformamide). Reaction conditions: time 12 hour. Yields the product C(C)(=O)NC=1C(=C(C(=O)OCCP(OCC)(OCC)=O)C(=C(C1I)NC(C)=O)I)I (Diethyl 2-(3,5-Bis-acetylamino-2,4,6-triiodobenzovloxy)ethylphosphonate). Isolated yield 41.4%. RXN SMILES: [CH3:1][C:2]([NH:4][C:5]1[C:10]([I:11])=[C:9]([NH:12][C:13]([CH3:15])=[O:14])[C:8]([I:16])=[C:7]([C:17]([O-:19])=[O:18])[C:6]=1[I:20])=[O:3].[Na+].Br[CH2:23][CH2:24][P:25](=[O:32])([O:29][CH2:30][CH3:31])[O:26][CH2:27][CH3:28]>CN(C)C=O>[C:13]([NH:12][C:9]1[C:8]([I:16])=[C:7]([C:6]([I:20])=[C:5]([NH:4][C:2](=[O:3])[CH3:1])[C:10]=1[I:11])[C:17]([O:19][CH2:23][CH2:24][P:25](=[O:32])([O:29][CH2:30][CH3:31])[O:26][CH2:27][CH3:28])=[O:18])(=[O:14])[CH3:15] |f:0.1|. Procedure: To a stirred solution of sodium diatrizoate (7.1 g, 11.2 mmol) in dry dimethylformamide (50 ml) at room temperature under a blanket of argon was added a solution of diethyl 2-bromoethylphosphonate (3.02 g, 12.3 mmol, 1.1 eq.) in dimethylformamide (10 ml). After stirring for 12 hours, the solvent was evaporated under vacuum to give a white solid that was washed with 300 ml of saturated aqueous NaHCO3, and then extracted with a 2:1 mixture of chloroform-ethanol (3×200 ml). The organic extract was ... Reactants: FCC(CC=O)(CC)CF (3,3-bis(fluoromethyl)pentanal), OOS(=O)[O-].[K+] (Oxone). Run in CN(C=O)C (N,N-dimethylformamide). Reaction conditions: time 4 hour. Yields the product FCC(CC(=O)O)(CC)CF (3,3-bis(fluoromethyl)pentanoic acid). RXN SMILES: [F:1][CH2:2][C:3]([CH2:9][F:10])([CH2:7][CH3:8])[CH2:4][CH:5]=[O:6].[OH:11]OS([O-])=O.[K+]>CN(C)C=O>[F:1][CH2:2][C:3]([CH2:9][F:10])([CH2:7][CH3:8])[CH2:4][C:5]([OH:11])=[O:6] |f:1.2|. Procedure details: A mixture of 3,3-bis(fluoromethyl)pentanal (6.8 g, 45 mmol) and Oxone® (27.9 g, 45 mmol) in N,N-dimethylformamide (120 mL) was stirred at rt for 4 h. The reaction was quenched with 2N hydrochloric acid (200 mL) and extracted with ethyl acetate (4×100 mL). The extracts were washed with 2 N hydrochloric acid (150 mL) and 5% aqueous lithium chloride (150 mL), dried over sodium sulfate and concentrated to give 3,3-bis(fluoromethyl)pentanoic acid. Reactants: B, O=C(O)c1cc(Br)ccc1-c1ccccc1, C1CCOC1, CCOC(C)=O, C1CCOC1. Product: OCc1cc(Br)ccc1-c1ccccc1. As a reaction SMILES: [BH3:22].[Br:1][c:2]1[cH:3][c:4]([C:14](=[O:15])[OH:16])[c:5](-[c:8]2[cH:9][cH:10][cH:11][cH:12][cH:13]2)[cH:6][cH:7]1.[CH2:23]1[O:24][CH2:25][CH2:26][CH2:27]1.[CH3:28][CH2:29][O:30][C:31]([CH3:32])=[O:33].[O:17]1[CH2:18][CH2:19][CH2:20][CH2:21]1>>[Br:1][c:2]1[cH:3][c:4]([CH2:14][OH:15])[c:5](-[c:8]2[cH:9][cH:10][cH:11][cH:12][cH:13]2)[cH:6][cH:7]1. Reactants: C(C)OC(=O)[C@H](CCC1=CC=CC=C1)N[C@@H](C)C(=O)Cl (N-[1(S)-ethoxycarbonyl-3-phenylpropyl]-L-alanylchloride), acid chloride, C(C)O (ethanol). The product is C(C)OC([C@@H](N[C@@H](CCC1=CC=CC=C1)C(=O)OCC)C)=O (N-[1(S)-ethoxycarbonyl-3-phenylpropyl]-L-alanine ethylester). RXN SMILES: [CH2:1]([O:3][C:4]([C@@H:6]([NH:15][C@H:16]([C:18](Cl)=[O:19])[CH3:17])[CH2:7][CH2:8][C:9]1[CH:14]=[CH:13][CH:12]=[CH:11][CH:10]=1)=[O:5])[CH3:2].[CH2:21]([OH:23])[CH3:22]>>[CH2:21]([O:23][C:18](=[O:19])[C@H:16]([CH3:17])[NH:15][C@H:6]([C:4]([O:3][CH2:1][CH3:2])=[O:5])[CH2:7][CH2:8][C:9]1[CH:14]=[CH:13][CH:12]=[CH:11][CH:10]=1)[CH3:22]. Procedure details: In the Examples, the purity of the obtained inorganic acid salt of N-[1(S)-ethoxycarbonyl-3-phenylpropyl]-L-alanylchloride was measured by reacting the obtained acid chloride with ethanol in the presence of a base to produce N-[1(S)-ethoxycarbonyl-3-phenylpropyl]-L-alanine ethylester, which was then subjected to a high performance liquid chromatography (hereinafter referred to as "HPLC"). More particularly, about 100 mg of the sample of the acid chloride was put in a 10 ml messflask, to which ab...